From a dataset of the Open Reaction Database (ORD), a public repository of structured organic reaction records. describe an organic reaction: reactants, conditions, products, and yield The reactants are CC(C(=O)OCC)(C)OC1=C(C=C(C=C1)OC(CCCC)C1=NC(=CC=C1)C1=CC=C(C=C1)C(F)(F)F)C (Ethyl 2-methyl-2-({2-methyl-4-[(1-{6-[4-(trifluoromethyl)phenyl]-2-pyridinyl}pentyl)oxy]phenyl}oxy)propanoate), [OH-].[Na+] (NaOH), O (water), [OH-].[Na+] (NaOH), Cl (HCl). Run in C1CCOC1 (THF). Run at time 24 hour. The product is N (ammonia), CC(C(=O)O)(C)OC1=C(C=C(C=C1)OC(CCCC)C1=NC(=CC=C1)C1=CC=C(C=C1)C(F)(F)F)C (2-Methyl-2-({2-methyl-4-[(1-{6-[4-(trifluoromethyl)phenyl]-2-pyridinyl}pentyl)oxy]phenyl}oxy)propanoic acid). Isolated yield 89.7%. As a reaction SMILES: [CH3:1][C:2]([O:9][C:10]1[CH:15]=[CH:14][C:13]([O:16][CH:17]([C:22]2[CH:27]=[CH:26][CH:25]=[C:24]([C:28]3[CH:33]=[CH:32][C:31]([C:34]([F:37])([F:36])[F:35])=[CH:30][CH:29]=3)[N:23]=2)[CH2:18][CH2:19][CH2:20][CH3:21])=[CH:12][C:11]=1[CH3:38])([CH3:8])[C:3]([O:5]CC)=[O:4].O.[OH-].[Na+].Cl>C1COCC1>[NH3:23].[CH3:1][C:2]([O:9][C:10]1[CH:15]=[CH:14][C:13]([O:16][CH:17]([C:22]2[CH:27]=[CH:26][CH:25]=[C:24]([C:28]3[CH:29]=[CH:30][C:31]([C:34]([F:37])([F:36])[F:35])=[CH:32][CH:33]=3)[N:23]=2)[CH2:18][CH2:19][CH2:20][CH3:21])=[CH:12][C:11]=1[CH3:38])([CH3:8])[C:3]([OH:5])=[O:4] |f:2.3|. Procedure: Ethyl 2-methyl-2-({2-methyl-4-[(1-{6-[4-(trifluoromethyl)phenyl]-2-pyridinyl}pentyl)oxy]phenyl}oxy)propanoate (9 mg, 0.02 mmol) was dissolved in THF (0.75 mL), water (0.25 mL) and aqueous NaOH (2M, 35 μl, 0.07 mmol) and the mixture heated at 80° C. for 16 hours. More aqueous NaOH (2M, 420 μl, 0.84 mmol) was then added and heating continued for an additional 24 hours. The mixture was then cooled, neutralised with aqueous HCl (2M), partitioned between EtOAc and water and the layers separated. The ... The reactants are C(C)(C)(C)C#C (tert-butylacetylene), Cl.Cl/C=C/CNCC ((E)-N-(3-chloro-2-propenyl)ethylamine hydrochloride), C1(=CC=CC=C1)P(C1=CC=CC=C1)C1=CC=CC=C1 (triphenylphosphine), C(CCC)N (n-butylamine). Reagents/catalysts: [Cu]I (copper (I) iodide), C(C)(=O)[O-].[Pd+2].C(C)(=O)[O-] (palladium acetate). Solvent: O1CCCC1 (tetrahydrofuran). Run at time 18 hour. Product: Cl.CC(C#C/C=C/CNCC)(C)C ((E)-N-(6,6-Dimethyl-2-hepten-4-ynyl)ethylamine hydrochloride). The yield is 72.0%. Reaction SMILES: Cl.[Cl:2]/[CH:3]=[CH:4]/[CH2:5][NH:6][CH2:7][CH3:8].C1(P(C2C=CC=CC=2)C2C=CC=CC=2)C=CC=CC=1.C(N)CCC.[C:33]([C:37]#[CH:38])([CH3:36])([CH3:35])[CH3:34]>[Cu]I.C([O-])(=O)C.[Pd+2].C([O-])(=O)C.O1CCCC1>[ClH:2].[CH3:34][C:33]([CH3:36])([CH3:35])[C:37]#[C:38]/[CH:3]=[CH:4]/[CH2:5][NH:6][CH2:7][CH3:8] |f:0.1,6.7.8,10.11|. Reported procedure: To 15 ml of tetrahydrofuran were added 1.56 g (10 mmol) of (E)-N-(3-chloro-2-propenyl)ethylamine hydrochloride, 95.2 mg (0.5 mmol) of copper (I) iodide, 44.9 mg (0.2 mmol) of palladium acetate and 105 mg (0.4 mmol) of triphenylphosphine, and further, 2.97 ml (30 mmol) of n-butylamine and 1.47 ml (12 mmol) of tert-butylacetylene under ice cooling. The mixture was stirred for 18 hours at room temperature, and concentrated under reduced pressure. The residue was subjected to silica gel chromato-.gr... Starting materials: O=C1CCC2=CC(=CC=C12)OC(C)=O (acetic acid 1-oxo-indan-5-yl ester), [BH4-].[Na+] (sodium borohydride). Solvent: CO (MeOH). Conditions: time 2 hour. Product: OC1CCC2=CC(=CC=C12)OC(C)=O (Acetic acid 1-hydroxy-indan-5-yl ester). The yield is 84.3%. As a reaction SMILES: [O:1]=[C:2]1[C:10]2[C:5](=[CH:6][C:7]([O:11][C:12](=[O:14])[CH3:13])=[CH:8][CH:9]=2)[CH2:4][CH2:3]1.[BH4-].[Na+]>CO>[OH:1][CH:2]1[C:10]2[C:5](=[CH:6][C:7]([O:11][C:12](=[O:14])[CH3:13])=[CH:8][CH:9]=2)[CH2:4][CH2:3]1 |f:1.2|. Procedure details: To a solution of acetic acid 1-oxo-indan-5-yl ester (2700 mg, 14.2 mmol) in MeOH (20 mL) at 0° C. was added sodium borohydride (760 mg, 20 mmol). The reaction mixture was stirred for 2 hours, quenched with saturated aqueous NH4Cl (20 mL) and diluted with ethyl acetate (500 mL). The organic solution was washed with saturated aqueous NaHCO3 (50 mL) and saturated aqueous NaCl (50 mL), dried (Na2SO4) and concentrated in vacuo to give 2.3 grams of the desired product. 1H NMR (250 MHz, CDCl3): d 7.35 ... The reactants are FC1=CC=2C=3C(=CNC2C=C1N1CCNCC1)C(N(N3)C3=CC=CC=C3)=O (8-Fluoro-2-phenyl-7-piperazin-1-yl-2,5-dihydro-pyrazolo[4,3-c]quinolin-3-one), FC=1C(=CC=2C=3C(=CNC2C1)C(N(N3)C3=CC=CC=C3)=O)F (7,8-Difluoro-2-phenyl-2,5-dihydro-pyrazolo-[4,3-c]quinolin-3-one), N1CCNCCC1 (homopiperazine). The product is FC1=CC=2C=3C(=CNC2C=C1N1CCNCCC1)C(N(N3)C3=CC=CC=C3)=O (8-Fluoro-7-(perhydro[1,4]-diazepin-1-yl)-2-phenyl-2,5-dihydro-pyrazolo [4,3-c]quinolin-3-one). Reaction SMILES: [F:1][C:2]1[C:11]([N:12]2[CH2:17][CH2:16][NH:15][CH2:14][CH2:13]2)=[CH:10][C:9]2[NH:8][CH:7]=[C:6]3[C:18](=[O:27])[N:19]([C:21]4[CH:26]=[CH:25][CH:24]=[CH:23][CH:22]=4)[N:20]=[C:5]3[C:4]=2[CH:3]=1.F[C:29]1C(F)=CC2C3C(C(=O)N(C4C=CC=CC=4)N=3)=CNC=2C=1.N1CCCNCC1>>[F:1][C:2]1[C:11]([N:12]2[CH2:13][CH2:14][CH2:29][NH:15][CH2:16][CH2:17]2)=[CH:10][C:9]2[NH:8][CH:7]=[C:6]3[C:18](=[O:27])[N:19]([C:21]4[CH:26]=[CH:25][CH:24]=[CH:23][CH:22]=4)[N:20]=[C:5]3[C:4]=2[CH:3]=1. Reported procedure: The title compound was prepared following the procedure described in the synthesis of 28a using 27a and homopiperazine. 1H-NMR (DMSO-d6) δ (ppm): 1.98 (2H, brm), 2.48 (2H, brm), 2.67 (2H, brm), 3.45 (4H, brm), 7.15 (2H, m), 7.40 (2H, m), 7.76 (1H, d, J=2.91 Hz), 8.20 (2H, m), 8.64 (1H, s). m/z 378.2 (MH+). The reactants are C(C)(C)(C)OC(=O)N[C@H](C(=O)O)CCCCCC(CC)=O ((2S)-2-[(tert-butoxycarbonyl)amino]-8-oxodecanoic acid), CN(C)C(=[N+](C)C)ON1C2=C(C=CC=C2)N=N1.[B-](F)(F)(F)F (TBTU), C=1C=CC2=C(C1)N=NN2O (HOBt), CCN(C(C)C)C(C)C (DIPEA), ONC(=N)C1=CC2=CC=CC=C2C=C1 (N-hydroxynaphthalene-2-carboximidamide). Run in CN(C)C=O (DMF). Conditions: time 5 minute. Yields the product C1=C(C=CC2=CC=CC=C12)C1=NOC(=N1)[C@H](CCCCCC(CC)=O)NC(OC(C)(C)C)=O (tert-Butyl {(1S)-1-[3-(2-naphthyl)-1,2,4-oxadiazol-5-yl]-7-oxononyl}carbamate). RXN SMILES: [C:1]([O:5][C:6]([NH:8][C@@H:9]([CH2:13][CH2:14][CH2:15][CH2:16][CH2:17][C:18](=[O:21])[CH2:19][CH3:20])[C:10]([OH:12])=O)=[O:7])([CH3:4])([CH3:3])[CH3:2].CN(C(ON1N=NC2C=CC=CC1=2)=[N+](C)C)C.[B-](F)(F)(F)F.C1C=CC2N(O)N=NC=2C=1.CCN(C(C)C)C(C)C.O[NH:64][C:65]([C:67]1[CH:76]=[CH:75][C:74]2[C:69](=[CH:70][CH:71]=[CH:72][CH:73]=2)[CH:68]=1)=[NH:66]>CN(C=O)C>[CH:68]1[C:69]2[C:74](=[CH:73][CH:72]=[CH:71][CH:70]=2)[CH:75]=[CH:76][C:67]=1[C:65]1[N:64]=[C:10]([C@@H:9]([NH:8][C:6](=[O:7])[O:5][C:1]([CH3:2])([CH3:3])[CH3:4])[CH2:13][CH2:14][CH2:15][CH2:16][CH2:17][C:18](=[O:21])[CH2:19][CH3:20])[O:12][N:66]=1 |f:1.2|. Procedure: A mixture of (2S)-2-[(tert-butoxycarbonyl)amino]-8-oxodecanoic acid (1 eq), TBTU (1.2 eq), HOBt (0.2 eq) and DIPEA (5 eq) in DMF was stirred at RT for 5 min; then added N-hydroxynaphthalene-2-carboximidamide was added and the mixture was stirred at RT for 20 min, after which time the mixture was warmed to 110° C. for 2 h. The solvent was removed under reduced pressure and the resulting crude used as such in the next step. MS (ES) C26H33N3O4 requires: 451, found: 452 (M+H+). Starting materials: Cc1c(CN(C)C)cc(C(C)(C)CC(C)(C)C)c(O)c1C, CC#N, CCCCCCCCCCCCOP([O-])OCCCCCCCCCCCC. Yields the product CCCCCCCCCCCCOP(=O)(Cc1cc(C(C)(C)CC(C)(C)C)c(O)c(C)c1C)OCCCCCCCCCCCC. Reaction SMILES: [C:1]([CH3:2])([CH3:3])([CH2:4][C:5]([CH3:6])([CH3:7])[CH3:8])[c:9]1[cH:10][c:11]([CH2:18][N:19]([CH3:20])[CH3:21])[c:12]([CH3:17])[c:13]([CH3:16])[c:14]1[OH:15].[CH3:50][C:51]#[N:52].[P:22]([O:23][CH2:24][CH2:25][CH2:26][CH2:27][CH2:28][CH2:29][CH2:30][CH2:31][CH2:32][CH2:33][CH2:34][CH3:35])([O:36][CH2:37][CH2:38][CH2:39][CH2:40][CH2:41][CH2:42][CH2:43][CH2:44][CH2:45][CH2:46][CH2:47][CH3:48])[O-:49]>>[C:1]([CH3:2])([CH3:3])([CH2:4][C:5]([CH3:6])([CH3:7])[CH3:8])[c:9]1[cH:10][c:11]([CH2:18][P:22]([O:23][CH2:24][CH2:25][CH2:26][CH2:27][CH2:28][CH2:29][CH2:30][CH2:31][CH2:32][CH2:33][CH2:34][CH3:35])([O:36][CH2:37][CH2:38][CH2:39][CH2:40][CH2:41][CH2:42][CH2:43][CH2:44][CH2:45][CH2:46][CH2:47][CH3:48])=[O:49])[c:12]([CH3:17])[c:13]([CH3:16])[c:14]1[OH:15]. The reactants are amide, Cl.COC1=C2CCCC(C2=CC=C1)CN (5-Methoxy-1-aminomethyl tetralin hydrochloride), [OH-].[K+] (KOH), C(C)(=O)OC(C)=O (acetic anhydride), amide. Yields the product Cl.C(C)NCC1CCCC2=C(C=CC=C12)OC (1-((N-Ethylamino)methyl)-5-methoxy tetralin hydrochloride). RXN SMILES: [ClH:1].[CH3:2][O:3][C:4]1[CH:13]=[CH:12][CH:11]=[C:10]2[C:5]=1[CH2:6][CH2:7][CH2:8][CH:9]2[CH2:14][NH2:15].[OH-].[K+].[C:18](OC(=O)C)(=O)[CH3:19]>>[ClH:1].[CH2:18]([NH:15][CH2:14][CH:9]1[C:10]2[C:5](=[C:4]([O:3][CH3:2])[CH:13]=[CH:12][CH:11]=2)[CH2:6][CH2:7][CH2:8]1)[CH3:19] |f:0.1,2.3,5.6|. Procedure: The product from Example 14 was treated with KOH to qive the free base, then reacted with acetic anhydride affording the amide. Anal. calcd. for C14H19NO2 : C, 72.07; H, 8.21; N, 6.00. Found: C, 72.03; H, 8.25; N, 6.01. This amide was reduced using the procedure of Example 5 to give the desired compound. Anal. calcd. for C14H22C1NO C, 65.74; H, 8.67; N, 5.48. Found: C, 65.71; H, 8.61; N, 5.47.